Dataset: the Open Reaction Database (ORD), a public repository of structured organic reaction records. Task: describe an organic reaction: reactants, conditions, products, and yield Reactants: NC=1C=C(C=NC1)C(=O)C1=CN(C2=C1C=NC=C2)C(CO[Si](C)(C)C(C)(C)C)(C)C ((5-Amino-pyridin-3-yl)-{1-[2-(tert-butyl-dimethyl-silanyloxy)-1,1-dimethyl-ethyl]-1H-pyrrolo[3,2-c]pyridin-3-yl}-methanone), FC=1C=CC(=NC1)CC(=O)O ((5-fluoropyridin-2-yl)acetic acid). Product: [Si](C)(C)(C(C)(C)C)OCC(C)(C)N1C=C(C=2C=NC=CC21)C(=O)C=2C=C(C=NC2)NC(CC2=NC=C(C=C2)F)=O (N-(5-{[1-(2-{[tert-butyl(dimethyl)silyl]oxy}-1,1-dimethylethyl)-1H-pyrrolo[3,2-c]pyridin-3-yl]carbonyl}pyridin-3-yl)-2-(5-fluoropyridin-2-yl)acetamide). As a reaction SMILES: [NH2:1][C:2]1[CH:3]=[C:4]([C:8]([C:10]2[C:14]3[CH:15]=[N:16][CH:17]=[CH:18][C:13]=3[N:12]([C:19]([CH3:30])([CH3:29])[CH2:20][O:21][Si:22]([C:25]([CH3:28])([CH3:27])[CH3:26])([CH3:24])[CH3:23])[CH:11]=2)=[O:9])[CH:5]=[N:6][CH:7]=1.[F:31][C:32]1[CH:33]=[CH:34][C:35]([CH2:38][C:39](O)=[O:40])=[N:36][CH:37]=1>>[Si:22]([O:21][CH2:20][C:19]([N:12]1[C:13]2[CH:18]=[CH:17][N:16]=[CH:15][C:14]=2[C:10]([C:8]([C:4]2[CH:3]=[C:2]([NH:1][C:39](=[O:40])[CH2:38][C:35]3[CH:34]=[CH:33][C:32]([F:31])=[CH:37][N:36]=3)[CH:7]=[N:6][CH:5]=2)=[O:9])=[CH:11]1)([CH3:30])[CH3:29])([C:25]([CH3:28])([CH3:27])[CH3:26])([CH3:23])[CH3:24]. Procedure details: Prepared according to Method Z (Preparation 8) using (5-Amino-pyridin-3-yl)-{1-[2-(tert-butyl-dimethyl-silanyloxy)-1,1-dimethyl-ethyl]-1H-pyrrolo[3,2-c]pyridin-3-yl}-methanone (Preparation 28) and (5-fluoropyridin-2-yl)acetic acid (Preparation 82). The reactants are C([O-])(O)=O.[Na+] (sodium bicarbonate), C(C1=CC=CC=C1)NC1=NC=CC(=C1)C1=CC=2N(C(=N1)N1C3CNC(C1)C3)C=CN2 (benzyl-(4-[5-(2,5-diaza-bicyclo[2.2.1]hept-2-yl)imidazo[1,2-c]pyrimidin-7-yl]pyridin-2-yl)amine), C(Cl)(Cl)Cl (chloroform), C(C)(=O)O[BH-](OC(C)=O)OC(C)=O.[Na+] (sodium triacetoxy borohydride). Run in CC(=O)C (acetone), ClCCl (dichloromethane). Reaction conditions: time 30 minute. Product: C(C1=CC=CC=C1)NC1=NC=CC(=C1)C1=CC=2N(C(=N1)N1[C@@H]3CN([C@H](C1)C3)C(C)C)C=CN2 (Benzyl-{4-[5-(5-isopropyl-(1S,4S)-2,5-diaza-bicyclo[2.2.1]hept-2-yl)-imidazo[1,2-c]pyrimidin-7-yl]-pyridin-2-yl}-amine). As a reaction SMILES: [CH2:1]([NH:8][C:9]1[CH:14]=[C:13]([C:15]2[N:20]=[C:19]([N:21]3[CH2:26][CH:25]4[CH2:27][CH:22]3[CH2:23][NH:24]4)[N:18]3[CH:28]=[CH:29][N:30]=[C:17]3[CH:16]=2)[CH:12]=[CH:11][N:10]=1)[C:2]1[CH:7]=[CH:6][CH:5]=[CH:4][CH:3]=1.C(Cl)(Cl)Cl.C(O[BH-](O[C:45](=O)[CH3:46])OC(=O)C)(=O)C.[Na+].[C:49](=O)(O)[O-].[Na+]>ClCCl.CC(C)=O>[CH2:1]([NH:8][C:9]1[CH:14]=[C:13]([C:15]2[N:20]=[C:19]([N:21]3[CH2:26][C@@H:25]4[CH2:27][C@H:22]3[CH2:23][N:24]4[CH:45]([CH3:46])[CH3:49])[N:18]3[CH:28]=[CH:29][N:30]=[C:17]3[CH:16]=2)[CH:12]=[CH:11][N:10]=1)[C:2]1[CH:3]=[CH:4][CH:5]=[CH:6][CH:7]=1 |f:2.3,4.5|. Procedure: The title compound was analogously synthesized by the method described in Example 55 with the addition of one step. To a solution of benzyl-(4-[5-(2,5-diaza-bicyclo[2.2.1]hept-2-yl)imidazo[1,2-c]pyrimidin-7-yl]pyridin-2-yl)amine (0.400 g) was added chloroform (4 mL) followed by acetone (5 mL), and sodium triacetoxy borohydride (0.600 mg) at 70° C. After 30 min, work up between dichloromethane and sodium bicarbonate followed by flash column purification afforded the title compound as an off white... Starting materials: Cc1ccccc1CC1(CO)CCN(C(=O)OC(C)(C)C)CC1, C1CCOC1, CI, CS(C)=O, [H-], [Na+], O=C(O)CC(O)(CC(=O)O)C(=O)O. Product: COCC1(Cc2ccccc2C)CCN(C(=O)OC(C)(C)C)CC1. RXN SMILES: [C:3]([CH3:4])([CH3:5])([CH3:6])[O:7][C:8](=[O:9])[N:10]1[CH2:11][CH2:12][C:13]([CH2:16][c:17]2[c:18]([CH3:23])[cH:19][cH:20][cH:21][cH:22]2)([CH2:24][OH:25])[CH2:14][CH2:15]1.[CH2:41]1[O:42][CH2:43][CH2:44][CH2:45]1.[CH3:26][I:27].[CH3:46][S:47]([CH3:48])=[O:49].[H-:1].[Na+:2].[OH:28][C:29]([CH2:30][C:31]([C:32](=[O:33])[OH:34])([CH2:35][C:36](=[O:37])[OH:38])[OH:39])=[O:40]>>[C:3]([CH3:4])([CH3:5])([CH3:6])[O:7][C:8](=[O:9])[N:10]1[CH2:11][CH2:12][C:13]([CH2:16][c:17]2[c:18]([CH3:23])[cH:19][cH:20][cH:21][cH:22]2)([CH2:24][O:25][CH3:29])[CH2:14][CH2:15]1. Starting materials: CS(=O)(=O)Nc1cccc(CCOS(C)(=O)=O)c1, Cc1ncc2c(N3CCNCC3)cccc2n1, CCN(C(C)C)C(C)C, CN(C)C=O. Product: Cc1ncc2c(N3CCN(CCc4cccc(NS(C)(=O)=O)c4)CC3)cccc2n1. RXN SMILES: [CH3:18][S:19]([O:20][CH2:23][CH2:24][c:25]1[cH:26][c:27]([NH:31][S:32](=[O:33])(=[O:34])[CH3:35])[cH:28][cH:29][cH:30]1)(=[O:21])=[O:22].[CH3:1][c:2]1[n:3][c:4]2[cH:5][cH:6][cH:7][c:8]([N:12]3[CH2:13][CH2:14][NH:15][CH2:16][CH2:17]3)[c:9]2[cH:10][n:11]1.[CH:36]([N:37]([CH:38]([CH3:39])[CH3:40])[CH2:41][CH3:42])([CH3:43])[CH3:44].[O:45]=[CH:46][N:47]([CH3:48])[CH3:49]>>[CH3:1][c:2]1[n:3][c:4]2[cH:5][cH:6][cH:7][c:8]([N:12]3[CH2:13][CH2:14][N:15]([CH2:23][CH2:24][c:25]4[cH:26][c:27]([NH:31][S:32](=[O:33])(=[O:34])[CH3:35])[cH:28][cH:29][cH:30]4)[CH2:16][CH2:17]3)[c:9]2[cH:10][n:11]1. Starting materials: CC(C(=O)Cl)(C)C (trimethylacetyl chloride), OC1(CC2=NN=CN2C)C(C=CC=C1)C(F)(F)F (3-(1-hydroxy-2'-trifluoromethylbenzyl)-4-methyl-1,2,4-triazole), [H-].[Na+] (NaH). The solvent is C1CCOC1 (THF), C1CCOC1 (THF). Conditions: temperature 0 celsius, time 5 minute. Yields the product CC(C(=O)OC1(CC2=NN=CN2C)C(C=CC=C1)C(F)(F)F)(C)C (3-(1-trimethylacetoxy-2'-trifluoromethylbenzyl)-4-methyl-1,2,4-triazole). Yield: 50.3%. As a reaction SMILES: [OH:1][C:2]1([CH:14]=[CH:13][CH:12]=[CH:11][CH:10]1[C:15]([F:18])([F:17])[F:16])[CH2:3][C:4]1[N:8]([CH3:9])[CH:7]=[N:6][N:5]=1.[CH3:19][C:20]([CH3:25])([CH3:24])[C:21](Cl)=[O:22].[H-].[Na+]>C1COCC1>[CH3:19][C:20]([CH3:25])([CH3:24])[C:21]([O:1][C:2]1([CH:14]=[CH:13][CH:12]=[CH:11][CH:10]1[C:15]([F:18])([F:17])[F:16])[CH2:3][C:4]1[N:8]([CH3:9])[CH:7]=[N:6][N:5]=1)=[O:22] |f:2.3|. Reported procedure: 0.6 g of 3-(1-hydroxy-2'-trifluoromethylbenzyl)-4-methyl-1,2,4-triazole were dissolved in 20 ml THF, with the aid of sonification. An additional 10 ml THF were added to help dissolve the solid material. The solution was cooled to 0° C. 0.56 g of trimethylacetyl chloride were added slowly and the mixture turned cloudy. After 5 minutes, 0.1 g NaH (60%) added in small portions. The ice/water cooling bath was removed and the reaction mixture was stirred overnight. An additional 0.06 g of NaH was add... The reactants are CC(C)OB(OC(C)C)OC(C)C, CCOc1ccc(Br)c(F)c1Cl, C1CCOC1, CCOC(C)=O, CC(=O)O, [Li]C(C)CC, O=N[O-], [Na+], OO. Reaction SMILES: [B:18]([O:19][CH:28]([CH3:29])[CH3:30])([O:20][CH:21]([CH3:22])[CH3:23])[O:24][CH:25]([CH3:26])[CH3:27].[Br:1][c:2]1[c:3]([F:12])[c:4]([Cl:11])[c:5]([O:8][CH2:9][CH3:10])[cH:6][cH:7]1.[CH2:37]1[O:38][CH2:39][CH2:40][CH2:41]1.[CH3:42][CH2:43][O:44][C:45](=[O:46])[CH3:47].[CH3:48][C:49](=[O:50])[OH:51].[CH:13]([Li:14])([CH2:15][CH3:16])[CH3:17].[N:33]([O-:34])=[O:35].[Na+:36].[OH:31][OH:32]>>[c:2]1([OH:19])[c:3]([F:12])[c:4]([Cl:11])[c:5]([O:8][CH2:9][CH3:10])[cH:6][cH:7]1. Yields the product CCOc1ccc(O)c(F)c1Cl. The reactants are Brc1nccs1, CN(C)C=O, CS(C)=O, [H-], [Na+], O, OCCOc1ccc(Cn2cccn2)cc1. The product is c1cnn(Cc2ccc(OCCOc3nccs3)cc2)c1. RXN SMILES: [Br:19][c:20]1[s:21][cH:22][cH:23][n:24]1.[CH3:26][N:27]([CH3:28])[CH:29]=[O:30].[CH3:31][S:32]([CH3:33])=[O:34].[H-:1].[Na+:2].[OH2:25].[n:3]1([CH2:8][c:9]2[cH:10][cH:11][c:12]([O:13][CH2:14][CH2:15][OH:16])[cH:17][cH:18]2)[n:4][cH:5][cH:6][cH:7]1>>[n:3]1([CH2:8][c:9]2[cH:10][cH:11][c:12]([O:13][CH2:14][CH2:15][O:16][c:20]3[s:21][cH:22][cH:23][n:24]3)[cH:17][cH:18]2)[n:4][cH:5][cH:6][cH:7]1. Reactants: NCCCO (3-amino-1-propanol), C(C1=CC=CC=C1)N (benzylamine). The solvent is O1CCCC1 (tetrahydrofuran), C(C)(=O)OCC (ethyl acetate). Conditions: time 1 hour. Product: C(C1=CC=CC=C1)NCCCO (3-(benzylamino)-1-propanol). Yield: 54.8%. Reaction SMILES: [NH2:1][CH2:2][CH2:3][CH2:4][OH:5].[CH2:6](N)[C:7]1[CH:12]=[CH:11][CH:10]=[CH:9][CH:8]=1>O1CCCC1.C(OCC)(=O)C>[CH2:6]([NH:1][CH2:2][CH2:3][CH2:4][OH:5])[C:7]1[CH:12]=[CH:11][CH:10]=[CH:9][CH:8]=1. Reported procedure: 3-amino-1-propanol (150 g) was dissolved in tetrahydrofuran (200 mL), followed by the addition of benzylamine(23.8 g). The mixture was stirred at room temperature for 1 hour. Subsequently, the reaction mixture was diluted with ethyl acetate, was sequentially washed with water and a saturated aqueous solution of sodium chloride, and was then dried over anhydrous sodium sulfate. The solvent was removed to obtain 3-(benzylamino)-1-propanol (20.1 g, 61%).